Dataset: the Open Reaction Database (ORD), a public repository of structured organic reaction records. Task: describe an organic reaction: reactants, conditions, products, and yield The reactants are C1(=CC=CC=C1)P(C1=CC=CC=C1)C1=CC=CC=C1 (Triphenyl phosphine), C(CCCCCCC\C=C/C\C=C/CCCCC)OC[C@H](CCCCCCCCC)N=[N+]=[N-] ((2S)-2-azidoundecyl(9Z,12Z)-octadeca-9,12-dien-1-yl ether). Run in C1CCOC1 (THF). The product is C(CCCCCCC\C=C/C\C=C/CCCCC)OC[C@H](CCCCCCCCC)N ((2S)-1-[(9Z,12Z)-octadeca-9,12-dien-1-yloxy]undecan-2-amine). As a reaction SMILES: C1(P(C2C=CC=CC=2)C2C=CC=CC=2)C=CC=CC=1.[CH2:20]([O:38][CH2:39][C@@H:40]([N:50]=[N+]=[N-])[CH2:41][CH2:42][CH2:43][CH2:44][CH2:45][CH2:46][CH2:47][CH2:48][CH3:49])[CH2:21][CH2:22][CH2:23][CH2:24][CH2:25][CH2:26][CH2:27]/[CH:28]=[CH:29]\[CH2:30]/[CH:31]=[CH:32]\[CH2:33][CH2:34][CH2:35][CH2:36][CH3:37]>C1COCC1>[CH2:20]([O:38][CH2:39][C@@H:40]([NH2:50])[CH2:41][CH2:42][CH2:43][CH2:44][CH2:45][CH2:46][CH2:47][CH2:48][CH3:49])[CH2:21][CH2:22][CH2:23][CH2:24][CH2:25][CH2:26][CH2:27]/[CH:28]=[CH:29]\[CH2:30]/[CH:31]=[CH:32]\[CH2:33][CH2:34][CH2:35][CH2:36][CH3:37]. Reported procedure: Triphenyl phosphine (4.54 g, 17.3 mmol) and the azide (8 g, 17.3 mmol) were dissolved in THF. The reaction mixture was split into 3 μw tubes and irradiated at 120° C. for 1 hour each. Considerable pressure built in each tube so care should be noted. LC indicated 100% conversion to phosphoimine intermediate. To each tube was added ˜3 mL of water and the reaction irradiated for 10 min at 120° C. The reaction mixtures were combined and concentrated to remove organic solvent. Hexane was added to pre... Reactants: COC([C@@H](N)CC1=CC=C(C=C1)C=1C(N(C(N(C1)C)=O)C)=O)=O (4-[1,3-dimethyl-2,4-dioxo-5-pyrimidinyl]-L-phenylalanine methyl ester), BrC1=C(C(=O)O)C=C(C=C1)OC (2-bromo-5-methoxybenzoic acid). Product: BrC1=C(C=C(C=C1)OC)C(=O)N[C@@H](CC1=CC=C(C=C1)C=1C(N(C(N(C1)C)=O)C)=O)C(=O)O (N-[(2-bromo-5-methoxyphenyl)carbonyl]-4-[1,3-dimethyl-2,4-dioxo-5-pyrimidinyl]-L-phenylalanine). RXN SMILES: C[O:2][C:3](=[O:23])[C@H:4]([CH2:6][C:7]1[CH:12]=[CH:11][C:10]([C:13]2[C:14](=[O:22])[N:15]([CH3:21])[C:16](=[O:20])[N:17]([CH3:19])[CH:18]=2)=[CH:9][CH:8]=1)[NH2:5].[Br:24][C:25]1[CH:33]=[CH:32][C:31]([O:34][CH3:35])=[CH:30][C:26]=1[C:27](O)=[O:28]>>[Br:24][C:25]1[CH:33]=[CH:32][C:31]([O:34][CH3:35])=[CH:30][C:26]=1[C:27]([NH:5][C@H:4]([C:3]([OH:2])=[O:23])[CH2:6][C:7]1[CH:12]=[CH:11][C:10]([C:13]2[C:14](=[O:22])[N:15]([CH3:21])[C:16](=[O:20])[N:17]([CH3:19])[CH:18]=2)=[CH:9][CH:8]=1)=[O:28]. Procedure details: N-[(2-bromo-5-methoxyphenyl)carbonyl]-4-[1,3-dimethyl-2,4-dioxo-5-pyrimidinyl]-L-phenylalanine was prepared from 4-[1,3-dimethyl-2,4-dioxo-5-pyrimidinyl]-L-phenylalanine methyl ester and 2-bromo-5-methoxybenzoic acid using the general procedures described in example 2. EI-HRMS m/e calcd for C23H22N3O6Br (M+H) 516.0770, found 516.0780. Reactants: NC=1SC(=NN1)S (2-amino-5-mercapto-1,3,4-thiadiazole), [OH-].[Na+] (sodium hydroxide), BrCCCCCCC (1-bromoheptane). Run in C(C)O (ethanol), O (water), O (water). Conditions: temperature 60 celsius, time 2 hour. Yields the product NC=1SC(=NN1)SCCCCCCC (2-amino-5-heptylthio-1,3,4-thiadiazole). Yield: 82.5%. As a reaction SMILES: [NH2:1][C:2]1[S:3][C:4]([SH:7])=[N:5][N:6]=1.[OH-].[Na+].Br[CH2:11][CH2:12][CH2:13][CH2:14][CH2:15][CH2:16][CH3:17]>C(O)C.O>[NH2:1][C:2]1[S:3][C:4]([S:7][CH2:11][CH2:12][CH2:13][CH2:14][CH2:15][CH2:16][CH3:17])=[N:5][N:6]=1 |f:1.2|. Procedure: In 185 ml of ethanol and 185 ml of water, 68.0 g of 2-amino-5-mercapto-1,3,4-thiadiazole and 22.4 g of sodium hydroxide were added. To this mixture, 84.6 g of 1-bromoheptane was added, and the resulting mixture was warmed to 60° C. and stirred for 2 hours. After cooling, water was added and the mixture was filtered. The residue was washed with water, dried under reduced pressure, and recrystallized from an ethanol/hexane mixture. Thus 90.2 g of 2-amino-5-heptylthio-1,3,4-thiadiazole was obtained... Starting materials: N1C=NC=C1 (Imidazole), C(C)(=O)OC1=CC=C(C=2COC3=C(C(=CC=C3C2)OC(C)=O)C)C=C1 (4′,7-diacetoxy-8-methylisoflav-3-ene). The solvent is C(C)O (ethanol). Reaction conditions: time 8 hour. Yields the product O1CC(=CC2=CC=CC=C12)C1=CC=CC=C1 (isoflav-3-ene). RXN SMILES: N1C=CN=C1.C(O[C:10]1[CH:30]=[CH:29][C:13]([C:14]2[CH2:15][O:16][C:17]3[C:22]([CH:23]=2)=[CH:21][CH:20]=[C:19](OC(=O)C)[C:18]=3C)=[CH:12][CH:11]=1)(=O)C>C(O)C>[O:16]1[C:17]2[C:22](=[CH:21][CH:20]=[CH:19][CH:18]=2)[CH:23]=[C:14]([C:13]2[CH:29]=[CH:30][CH:10]=[CH:11][CH:12]=2)[CH2:15]1. Procedure: Imidazole (0.6 g) was added to a suspension of 4′,7-diacetoxy-8-methylisoflav-3-ene (0.25 g, 0.7 mmol) in absolute ethanol (5.0 ml) and the mixture was refluxed for 45 min under argon. The solution was concentrated under reduced pressure and the product was precipitated by addition of distilled water (10 ml). The mixture was left overnight in the fridge and filtered to yield isoflav-3-ene. The crude product was recrystallised from methanol/benzene to yield 8-methylisoflav-3-ene-4′,7-diol (0.13 g... The reactants are C(C)(C)(C)OC(=O)N1CCN(CC1)C(=O)C1=C(N(C2=NC=C(C=C21)OC)C2=CC=CC=C2)Cl (4-(2-Chloro-5-methoxy-1-phenyl-1H-pyrrolo[2,3-b]pyridine-3-carbonyl)-piperazine-1-carboxylic acid tert-butyl ester), FC=1C=CC(=C(C1)O)C (5-fluoro-2-methylphenol). The product is C(C)(C)(C)OC(=O)N1CCN(CC1)C(=O)C1=C(N(C2=NC=C(C=C21)OC)C2=CC=CC=C2)OC2=C(C=CC(=C2)F)C (4-[2-(5-Fluoro-2-methyl-phenoxy)-5-methoxy-1-phenyl-1H-pyrrolo[2,3-b]pyridine-3-carbonyl]-piperazine-1-carboxylic acid tert-butyl ester). Reaction SMILES: [C:1]([O:5][C:6]([N:8]1[CH2:13][CH2:12][N:11]([C:14]([C:16]2[C:24]3[C:19](=[N:20][CH:21]=[C:22]([O:25][CH3:26])[CH:23]=3)[N:18]([C:27]3[CH:32]=[CH:31][CH:30]=[CH:29][CH:28]=3)[C:17]=2Cl)=[O:15])[CH2:10][CH2:9]1)=[O:7])([CH3:4])([CH3:3])[CH3:2].[F:34][C:35]1[CH:36]=[CH:37][C:38]([CH3:42])=[C:39]([OH:41])[CH:40]=1>>[C:1]([O:5][C:6]([N:8]1[CH2:13][CH2:12][N:11]([C:14]([C:16]2[C:24]3[C:19](=[N:20][CH:21]=[C:22]([O:25][CH3:26])[CH:23]=3)[N:18]([C:27]3[CH:32]=[CH:31][CH:30]=[CH:29][CH:28]=3)[C:17]=2[O:41][C:39]2[CH:40]=[C:35]([F:34])[CH:36]=[CH:37][C:38]=2[CH3:42])=[O:15])[CH2:10][CH2:9]1)=[O:7])([CH3:4])([CH3:3])[CH3:2]. Procedure details: The title compound was prepared from the compound of step 5 (100 mg, 212 μmol) and 5-fluoro-2-methylphenol analogously as described in example 1, step 6. Yield: 99.0 mg. Reactants: CN, CC(C)O, CC(C)C(Cl)c1cncnc1C(F)(F)F. Yields the product CNC(c1cncnc1C(F)(F)F)C(C)C. RXN SMILES: [CH3:16][NH2:17].[CH:18]([OH:19])([CH3:20])[CH3:21].[Cl:1][CH:2]([CH:3]([CH3:4])[CH3:5])[c:6]1[c:7]([C:12]([F:13])([F:14])[F:15])[n:8][cH:9][n:10][cH:11]1>>[CH:2]([CH:3]([CH3:4])[CH3:5])([c:6]1[c:7]([C:12]([F:13])([F:14])[F:15])[n:8][cH:9][n:10][cH:11]1)[NH:17][CH3:16].